From a dataset of the Open Reaction Database (ORD), a public repository of structured organic reaction records. describe an organic reaction: reactants, conditions, products, and yield Reactants: ClC=1N=C(C2=C(N1)C(=NC=N2)SCCC2=CC=CC=C2)N2CCS(CC2)=O (2-chloro-4-(1-oxido-thiomorpholino)-8-phenethylthio-pyrimido-[5,4-d]-pyrimidine), N1CCNCC1 (piperazine). Yields the product O=S1CCN(CC1)C=1C2=C(N=C(N1)N1CCNCC1)C(=NC=N2)SCCC2=CC=CC=C2 (4-(1-Oxido-thiomorpholino)-8-phenethylthio-2-piperazino-pyrimido-[5,4-d]-pyrimidine). Reaction SMILES: Cl[C:2]1[N:3]=[C:4]([N:21]2[CH2:26][CH2:25][S:24](=[O:27])[CH2:23][CH2:22]2)[C:5]2[N:11]=[CH:10][N:9]=[C:8]([S:12][CH2:13][CH2:14][C:15]3[CH:20]=[CH:19][CH:18]=[CH:17][CH:16]=3)[C:6]=2[N:7]=1.[NH:28]1[CH2:33][CH2:32][NH:31][CH2:30][CH2:29]1>>[O:27]=[S:24]1[CH2:25][CH2:26][N:21]([C:4]2[C:5]3[N:11]=[CH:10][N:9]=[C:8]([S:12][CH2:13][CH2:14][C:15]4[CH:20]=[CH:19][CH:18]=[CH:17][CH:16]=4)[C:6]=3[N:7]=[C:2]([N:28]3[CH2:33][CH2:32][NH:31][CH2:30][CH2:29]3)[N:3]=2)[CH2:22][CH2:23]1. Reported procedure: This compound was prepared analogous to Example 1 from 2-chloro-4-(1-oxido-thiomorpholino)-8-phenethylthio-pyrimido-[5,4-d]-pyrimidine (m.p.: 232°-234° C.) and piperazine.